The task is: describe an organic reaction: reactants, conditions, products, and yield. This data is from the Open Reaction Database (ORD), a public repository of structured organic reaction records. Starting materials: [Br-], CC(C)(C)c1ccccc1NC(=O)C(=O)[O-], COC(=O)C(C)N, CCN=C=NCCCN(C)C, CN1CCOCC1, Cl, Cl, [K+], O, Oc1cccc2[nH]nnc12. The product is COC(=O)C(C)NC(=O)C(=O)Nc1ccccc1C(C)(C)C. As a reaction SMILES: [Br-:55].[C:1]([CH3:2])([CH3:3])([CH3:4])[c:5]1[c:6]([NH:11][C:12]([C:13](=[O:14])[O-:15])=[O:16])[cH:7][cH:8][cH:9][cH:10]1.[CH3:18][O:19][C:20]([CH:21]([NH2:22])[CH3:23])=[O:24].[CH3:37][N:38]([CH3:39])[CH2:40][CH2:41][CH2:42][N:43]=[C:44]=[N:45][CH2:46][CH3:47].[CH3:48][N:49]1[CH2:50][CH2:51][O:52][CH2:53][CH2:54]1.[ClH:17].[ClH:36].[K+:56].[OH2:25].[OH:26][c:27]1[c:28]2[n:29][n:30][nH:31][c:32]2[cH:33][cH:34][cH:35]1>>[C:1]([CH3:2])([CH3:3])([CH3:4])[c:5]1[c:6]([NH:11][C:12]([C:13](=[O:15])[NH:22][CH:21]([C:20]([O:19][CH3:18])=[O:24])[CH3:23])=[O:16])[cH:7][cH:8][cH:9][cH:10]1.